Task: describe an organic reaction: reactants, conditions, products, and yield. Dataset: the Open Reaction Database (ORD), a public repository of structured organic reaction records Starting materials: O=C([O-])[O-], COC(=O)Cc1cccc(O)c1, CC(C)=O, CCC(C)I, [K+], [K+]. The product is CCC(C)Oc1cccc(CC(=O)OC)c1. As a reaction SMILES: [C:18](=[O:19])([O-:20])[O-:21].[CH3:1][O:2][C:3]([CH2:4][c:5]1[cH:6][c:7]([OH:11])[cH:8][cH:9][cH:10]1)=[O:12].[CH3:24][C:25](=[O:26])[CH3:27].[I:13][CH:14]([CH3:15])[CH2:16][CH3:17].[K+:22].[K+:23]>>[CH3:1][O:2][C:3]([CH2:4][c:5]1[cH:6][c:7]([O:11][CH:14]([CH3:15])[CH2:16][CH3:17])[cH:8][cH:9][cH:10]1)=[O:12]. The reactants are COc1ccc(CCl)cc1, CN(C)C=O, CCOC(C)=O, [H-], [Na+], O, O=C1Cc2ccccc2-c2ccccc2N1. The product is COc1ccc(CN2C(=O)Cc3ccccc3-c3ccccc32)cc1. Reaction SMILES: [CH3:19][O:20][c:21]1[cH:22][cH:23][c:24]([CH2:25][Cl:26])[cH:27][cH:28]1.[CH3:30][N:31]([CH3:32])[CH:33]=[O:34].[CH3:35][CH2:36][O:37][C:38](=[O:39])[CH3:40].[H-:17].[Na+:18].[OH2:29].[cH:1]1[cH:2][cH:3][cH:4][c:5]2[c:11]1-[c:10]1[c:9]([cH:15][cH:14][cH:13][cH:12]1)[CH2:8][C:7](=[O:16])[NH:6]2>>[cH:1]1[cH:2][cH:3][cH:4][c:5]2[c:11]1-[c:10]1[c:9]([cH:15][cH:14][cH:13][cH:12]1)[CH2:8][C:7](=[O:16])[N:6]2[CH2:25][c:24]1[cH:23][cH:22][c:21]([O:20][CH3:19])[cH:28][cH:27]1.